Dataset: the Open Reaction Database (ORD), a public repository of structured organic reaction records. Task: describe an organic reaction: reactants, conditions, products, and yield The reactants are CN(C)CC=1C=C(OCCCNC2=NC(=NN2C)NC(C)=O)C=CC1 (N-[5-[[3-[3-[(dimethylamino)methyl]phenoxy]propyl]-amino]-1-methyl-1H-1,2,4-triazol-3-yl]acetamide), [H-].[Al+3].[Li+].[H-].[H-].[H-] (lithium aluminium hydride). Solvent: O1CCCC1 (tetrahydrofuran). Yields the product CN1N=C(N=C1NCCCOC1=CC(=CC=C1)CN(C)C)NCC (1-Methyl-N3 -ethyl-N5 -[3-[3-[(dimethylamino)methyl]phenoxy]propyl]-1H-1,2,4-triazole-3,5-diamine). Isolated yield 56.8%. RXN SMILES: [CH3:1][N:2]([CH2:4][C:5]1[CH:6]=[C:7]([CH:23]=[CH:24][CH:25]=1)[O:8][CH2:9][CH2:10][CH2:11][NH:12][C:13]1[N:17]([CH3:18])[N:16]=[C:15]([NH:19][C:20](=O)[CH3:21])[N:14]=1)[CH3:3].[H-].[Al+3].[Li+].[H-].[H-].[H-]>O1CCCC1>[CH3:18][N:17]1[C:13]([NH:12][CH2:11][CH2:10][CH2:9][O:8][C:7]2[CH:23]=[CH:24][CH:25]=[C:5]([CH2:4][N:2]([CH3:1])[CH3:3])[CH:6]=2)=[N:14][C:15]([NH:19][CH2:20][CH3:21])=[N:16]1 |f:1.2.3.4.5.6|. Procedure details: A mixture of N-[5-[[3-[3-[(dimethylamino)methyl]phenoxy]propyl]-amino]-1-methyl-1H-1,2,4-triazol-3-yl]acetamide (1.1 g), lithium aluminium hydride (0.15 g) and tetrahydrofuran (20 ml) was heated at reflux for 12 h under a nitrogen atmosphere. The mixture was quenched with water (5 ml), filtered and the filtrate distilled to give the title compound as a pale yellow oil (0.6 g) b.p. 220°/0.06 mm. TLC silica, methanol/0.88 ammonia 80:1, Rf 0.54.